From a dataset of the Open Reaction Database (ORD), a public repository of structured organic reaction records. describe an organic reaction: reactants, conditions, products, and yield Reactants: O (Water), ClCN1N=C(C=C1)C(C(F)(F)F)(F)F (1-(chloromethyl)-3-(pentafluoroethyl)-1H-pyrazole), FC(CCC(C#N)C#N)(F)F ((3,3,3-trifluoropropyl)malononitrile), C([O-])([O-])=O.[K+].[K+] (potassium carbonate). Solvent: CN(C=O)C (N,N-dimethylformamide). Product: FC(C(F)(F)F)(C1=NN(C=C1)CC(C#N)(C#N)CCC(F)(F)F)F ({[3-(pentafluoroethyl)-1H-pyrazole-1-yl]methyl}(3,3, 3-trifluoropropyl)malononitrile). The yield is 42.4%. Reaction SMILES: Cl[CH2:2][N:3]1[CH:7]=[CH:6][C:5]([C:8]([F:14])([F:13])[C:9]([F:12])([F:11])[F:10])=[N:4]1.[F:15][C:16]([F:25])([F:24])[CH2:17][CH2:18][CH:19]([C:22]#[N:23])[C:20]#[N:21].C(=O)([O-])[O-].[K+].[K+].O>CN(C)C=O>[F:13][C:8]([F:14])([C:5]1[CH:6]=[CH:7][N:3]([CH2:2][C:19]([CH2:18][CH2:17][C:16]([F:15])([F:24])[F:25])([C:20]#[N:21])[C:22]#[N:23])[N:4]=1)[C:9]([F:12])([F:11])[F:10] |f:2.3.4|. Reported procedure: 2.01 g of 1-(chloromethyl)-3-(pentafluoroethyl)-1H-pyrazole and 1.39 g of (3,3,3-trifluoropropyl)malononitrile were dissolved in 25 ml of N,N-dimethylformamide. 2.38 g of potassium carbonate was added to the solution under ice cooling with stirring, followed by stirring at room temperature for overnight. Water was added to the reaction mixture, and then extracted with MTBE. The organic layer was washed with water, dried over anhydrous magnesium sulfate, filtered, and concentrated under reduced p...